This data is from the Open Reaction Database (ORD), a public repository of structured organic reaction records. The task is: describe an organic reaction: reactants, conditions, products, and yield The reactants are ClCCl, CC(C)(C)OC(=O)c1ccc(-c2ccccc2)cc1NC(=O)c1cc(-c2ccccn2)ccc1O, O=C(O)C(F)(F)F. The product is O=C(Nc1cc(-c2ccccc2)ccc1C(=O)O)c1cc(-c2ccccn2)ccc1O. Reaction SMILES: [CH2:36]([Cl:37])[Cl:38].[OH:1][c:2]1[c:3]([C:4](=[O:5])[NH:6][c:7]2[c:8]([C:9](=[O:10])[O:11][C:12]([CH3:13])([CH3:14])[CH3:15])[cH:16][cH:17][c:18](-[c:20]3[cH:21][cH:22][cH:23][cH:24][cH:25]3)[cH:19]2)[cH:26][c:27](-[c:30]2[n:31][cH:32][cH:33][cH:34][cH:35]2)[cH:28][cH:29]1.[OH:39][C:40]([C:41]([F:42])([F:43])[F:44])=[O:45]>>[OH:1][c:2]1[c:3]([C:4](=[O:5])[NH:6][c:7]2[c:8]([C:9](=[O:10])[OH:11])[cH:16][cH:17][c:18](-[c:20]3[cH:21][cH:22][cH:23][cH:24][cH:25]3)[cH:19]2)[cH:26][c:27](-[c:30]2[n:31][cH:32][cH:33][cH:34][cH:35]2)[cH:28][cH:29]1.